Task: describe an organic reaction: reactants, conditions, products, and yield. Dataset: the Open Reaction Database (ORD), a public repository of structured organic reaction records The reactants are CCOc1cc2c(cc1C(C)=O)C(C(C)C)=CCC2(C)C, C=C(OCC)[Sn](CCCC)(CCCC)CCCC, C1CCOC1, Cl[Pd]Cl, c1ccc(P(c2ccccc2)c2ccccc2)cc1, c1ccc(P(c2ccccc2)c2ccccc2)cc1. Yields the product CCOc1cc2c(cc1C(C)=O)C=CCC2(C)C. Reaction SMILES: [CH2:19]([CH3:20])[O:21][c:22]1[c:23]([C:37]([CH3:38])=[O:39])[cH:24][c:25]2[c:30]([cH:31]1)[C:29]([CH3:32])([CH3:33])[CH2:28][CH:27]=[C:26]2[CH:34]([CH3:35])[CH3:36].[CH2:1]([Sn:2]([CH2:3][CH2:4][CH2:5][CH3:6])([CH2:7][CH2:8][CH2:9][CH3:10])[C:11]([O:12][CH2:13][CH3:14])=[CH2:15])[CH2:16][CH2:17][CH3:18].[CH2:40]1[O:41][CH2:42][CH2:43][CH2:44]1.[Pd:45]([Cl:46])[Cl:47].[c:48]1([P:49]([c:50]2[cH:51][cH:52][cH:53][cH:54][cH:55]2)[c:56]2[cH:57][cH:58][cH:59][cH:60][cH:61]2)[cH:62][cH:63][cH:64][cH:65][cH:66]1.[c:67]1([P:68]([c:69]2[cH:70][cH:71][cH:72][cH:73][cH:74]2)[c:75]2[cH:76][cH:77][cH:78][cH:79][cH:80]2)[cH:81][cH:82][cH:83][cH:84][cH:85]1>>[CH2:19]([CH3:20])[O:21][c:22]1[c:23]([C:37]([CH3:38])=[O:39])[cH:24][c:25]2[c:30]([cH:31]1)[C:29]([CH3:32])([CH3:33])[CH2:28][CH:27]=[CH:26]2. The reactants are [BH3-]C#N, CO, CC(C)(C)c1cc(C(O)CN)cc(C(C)(C)C)c1O, [Na+], COC(=O)Cc1ccc(OCC(C)=O)cc1, c1ccccc1. The product is COC(=O)Cc1ccc(OCC(C)NCC(O)c2cc(C(C)(C)C)c(O)c(C(C)(C)C)c2)cc1. RXN SMILES: [C:42]([BH3-:43])#[N:44].[CH3:46][OH:47].[NH2:1][CH2:2][CH:3]([OH:4])[c:5]1[cH:6][c:7]([C:16]([CH3:17])([CH3:18])[CH3:19])[c:8]([OH:15])[c:9]([C:11]([CH3:12])([CH3:13])[CH3:14])[cH:10]1.[Na+:45].[O:20]=[C:21]([CH2:22][O:23][c:24]1[cH:25][cH:26][c:27]([CH2:30][C:31](=[O:32])[O:33][CH3:34])[cH:28][cH:29]1)[CH3:35].[cH:36]1[cH:37][cH:38][cH:39][cH:40][cH:41]1>>[NH:1]([CH2:2][CH:3]([OH:4])[c:5]1[cH:6][c:7]([C:16]([CH3:17])([CH3:18])[CH3:19])[c:8]([OH:15])[c:9]([C:11]([CH3:12])([CH3:13])[CH3:14])[cH:10]1)[CH:21]([CH2:22][O:23][c:24]1[cH:25][cH:26][c:27]([CH2:30][C:31](=[O:32])[O:33][CH3:34])[cH:28][cH:29]1)[CH3:35]. Starting materials: CN1CCOCC1 (N-methylmorpholine), ClC(=O)OCC (ethyl chloroformate), C(C)(C)(C)OC(=O)N[C@H](CC(=O)O)CCSC ((R)-3-((tert-butoxycarbonyl)amino)-5-(methylthio)pentanoic acid). Run in C1CCOC1 (THF). Run at temperature -10 celsius, time 15 minute. Yields the product OCC[C@H](CCSC)NC(OC(C)(C)C)=O ((R)-tert-butyl (1-hydroxy-5-(methylthio)pentan-3-yl)carbamate). RXN SMILES: CN1CCOCC1.ClC(OCC)=O.[C:14]([O:18][C:19]([NH:21][C@@H:22]([CH2:27][CH2:28][S:29][CH3:30])[CH2:23][C:24](O)=[O:25])=[O:20])([CH3:17])([CH3:16])[CH3:15]>C1COCC1>[OH:25][CH2:24][CH2:23][C@@H:22]([NH:21][C:19](=[O:20])[O:18][C:14]([CH3:16])([CH3:15])[CH3:17])[CH2:27][CH2:28][S:29][CH3:30]. Procedure: N-methylmorpholine (3.63 ml) and ethyl chloroformate (3.01 ml) were added to a solution of (R)-3-((tert-butoxycarbonyl)amino)-5-(methylthio)pentanoic acid (7.92 g) in THF (79.2 ml) at −10° C. After stirring at −10° C. for 15 minutes, the generated insoluble matter was filtered off. An aqueous solution of sodium borohydride (1.55 g) (15 ml) was added to the filtrate at −10° C., and the mixture was stirred at −10° C. for 1 hour. A saturated aqueous ammonium chloride solution was added thereto, and... Yield: 72.0%. The product is Cl.C1(=CC=CC=C1)C1(CCNCC1)C1=CC=CC=C1 (4,4-Diphenylpiperidine hydrochloride). The reactants are Cl.O.N1CCC(CC1)=O (4-piperidone monohydrate hydrochloride), [Al+3].[Cl-].[Cl-].[Cl-] (AlCl3), C1=CC=CC=C1 (benzene), ice, O (water). Reported procedure: A mixture of 4-piperidone monohydrate hydrochloride (15.0 g, 97.6 mmol, 1.00 equiv) and AlCl3 (130 g, 976 mmol, 10.0 equiv) in anhydrous benzene (600 mL) was stirred at reflux for 4 hours. The mixture was cooled to room temperature, poured into ice (300 g) and water (50 mL), and filtered. The solid was washed with toluene and dried to afford 19.2 g (72%) of off-white solid, which was characterized spectroscopically. RXN SMILES: [ClH:1].O.[NH:3]1[CH2:8][CH2:7][C:6](=O)[CH2:5][CH2:4]1.[Al+3].[Cl-].[Cl-].[Cl-].O.[CH:15]1[CH:20]=[CH:19][CH:18]=[CH:17][CH:16]=1>>[ClH:1].[C:15]1([C:6]2([C:15]3[CH:20]=[CH:19][CH:18]=[CH:17][CH:16]=3)[CH2:7][CH2:8][NH:3][CH2:4][CH2:5]2)[CH:20]=[CH:19][CH:18]=[CH:17][CH:16]=1 |f:0.1.2,3.4.5.6,9.10|. Reactants: CC(C)C=1C=CC(=C(C(=O)O)C1)OCC1=CC=CC=C1 (5-(1-methylethyl)-2-[(phenylmethyl)oxy]benzoic acid), N1=CC(=CC=C1)N (pyridin-3-amine), C(CCl)Cl (EDC), C=1C=CC2=C(C1)N=NN2O (HOBT). The solvent is CN(C)C=O (DMF), O (water). Yields the product CC(C)C=1C=CC(=C(C(=O)NC=2C=NC=CC2)C1)OCC1=CC=CC=C1 (5-(1-Methylethyl)-2-[(phenylmethyl)oxy]-N-3-pyridinylbenzamide). As a reaction SMILES: [CH3:1][CH:2]([C:4]1[CH:5]=[CH:6][C:7]([O:13][CH2:14][C:15]2[CH:20]=[CH:19][CH:18]=[CH:17][CH:16]=2)=[C:8]([CH:12]=1)[C:9]([OH:11])=O)[CH3:3].[N:21]1[CH:26]=[CH:25][CH:24]=[C:23]([NH2:27])[CH:22]=1.C(Cl)CCl.C1C=CC2N(O)N=NC=2C=1>CN(C=O)C.O>[CH3:3][CH:2]([C:4]1[CH:5]=[CH:6][C:7]([O:13][CH2:14][C:15]2[CH:20]=[CH:19][CH:18]=[CH:17][CH:16]=2)=[C:8]([CH:12]=1)[C:9]([NH:27][C:23]1[CH:22]=[N:21][CH:26]=[CH:25][CH:24]=1)=[O:11])[CH3:1]. Procedure: A solution of 5-(1-methylethyl)-2-[(phenylmethyl)oxy]benzoic acid (may be prepared as described in Description 3; 300 mg, 1.11 mmol), pyridin-3-amine (157 mg, 1.67 mmol), EDC (319 mg, 1.67 mmol) and HOBT (255 mg, 1.665 mmol) in DMF (5 mL) was stirred at room temperature overnight. The reaction mixture was poured into water (20 ml), filtered and the solid was washed with water and dried to yield a white solid. The crude product was purified by silica gel chromatography, eluting with petroleum eth... The reactants are O (Water), C(C)(=O)OCC (ethyl acetate), C(C)(C)(C)OC(=O)N1C(=CC2=CC(=CC=C12)CO)C=1C2=C(N(N1)C(=O)OC(C)(C)C)C=CS2 (2-(1-tert-butoxycarbonyl-1H-thieno[3,2-c]pyrazol-3-yl)-5-hydroxymethyl-indole-1-carboxylic acid tert-butyl ester), C(C)(C)(C)OC(=O)N1C(=CC2=CC(=CC=C12)CO)C=1C2=C(N(N1)C(=O)OC(C)(C)C)C=CS2 (2-(1-tert-butoxycarbonyl-1H-thieno[3,2-c]pyrazol-3-yl)-5-hydroxymethyl-indole-1-carboxylic acid tert-butyl ester), CC(=O)OI1(C=2C=CC=CC2C(=O)O1)(OC(=O)C)OC(=O)C (Dess-Martin Periodinane). The solvent is ClCCl (Dichloromethane). Conditions: time 30 minute. Product: C(C)(C)(C)OC(=O)N1C(=CC2=CC(=CC=C12)C=O)C=1C2=C(N(N1)C(=O)OC(C)(C)C)C=CS2 (2-(1-tert-butoxycarbonyl-1H-thieno[3,2-c]pyrazol-3-yl)-5-formyl-indole-1-carboxylic acid tert-butyl ester). Isolated yield 80.8%. Reaction SMILES: [C:1]([O:5][C:6]([N:8]1[C:16]2[C:11](=[CH:12][C:13]([CH2:17][OH:18])=[CH:14][CH:15]=2)[CH:10]=[C:9]1[C:19]1[C:20]2[S:33][CH:32]=[CH:31][C:21]=2[N:22]([C:24]([O:26][C:27]([CH3:30])([CH3:29])[CH3:28])=[O:25])[N:23]=1)=[O:7])([CH3:4])([CH3:3])[CH3:2].CC(OI1(OC(C)=O)(OC(C)=O)OC(=O)C2C=CC=CC1=2)=O.O.C(OCC)(=O)C>ClCCl>[C:1]([O:5][C:6]([N:8]1[C:16]2[C:11](=[CH:12][C:13]([CH:17]=[O:18])=[CH:14][CH:15]=2)[CH:10]=[C:9]1[C:19]1[C:20]2[S:33][CH:32]=[CH:31][C:21]=2[N:22]([C:24]([O:26][C:27]([CH3:30])([CH3:29])[CH3:28])=[O:25])[N:23]=1)=[O:7])([CH3:4])([CH3:2])[CH3:3]. Reported procedure: To a solution of 2-(1-tert-butoxycarbonyl-1H-thieno[3,2-c]pyrazol-3-yl)-5-hydroxymethyl-indole-1-carboxylic acid tert-butyl ester [373 mg, 0.794 mmol Intermediate (10)] in Dichloromethane (20 mL) is added Dess-Martin Periodinane (407 mg, 0.959 mmol). Stirred at room temperature for 30 minutes. Water (10 mL) is added and stirred for 30 minutes at room temperature. The reaction mixture is dissolved with ethyl acetate (30 mL) and washed twice with a mixture of 10% Na2S2O3/saturated NaHCO3 (4 mL) so... Reactants: CCN1CCN(c2nc(Br)cc3ccccc23)CC1, CCCC[Sn](CCCC)(CCCC)c1ccc(CC(C)(C)C(=O)OC)cc1, CCOC(C)=O, Cc1ccccc1C. The product is CCN1CCN(c2nc(-c3ccc(CC(C)(C)C(=O)OC)cc3)cc3ccccc23)CC1. RXN SMILES: [Br:28][c:29]1[n:30][c:31]([N:39]2[CH2:40][CH2:41][N:42]([CH2:45][CH3:46])[CH2:43][CH2:44]2)[c:32]2[cH:33][cH:34][cH:35][cH:36][c:37]2[cH:38]1.[CH3:1][C:2]([C:3](=[O:4])[O:5][CH3:6])([CH2:7][c:8]1[cH:9][cH:10][c:11]([Sn:14]([CH2:15][CH2:16][CH2:17][CH3:18])([CH2:19][CH2:20][CH2:21][CH3:22])[CH2:23][CH2:24][CH2:25][CH3:26])[cH:12][cH:13]1)[CH3:27].[CH3:55][CH2:56][O:57][C:58](=[O:59])[CH3:60].[c:47]1([CH3:48])[c:49]([CH3:50])[cH:51][cH:52][cH:53][cH:54]1>>[CH3:1][C:2]([C:3](=[O:4])[O:5][CH3:6])([CH2:7][c:8]1[cH:9][cH:10][c:11](-[c:29]2[n:30][c:31]([N:39]3[CH2:40][CH2:41][N:42]([CH2:45][CH3:46])[CH2:43][CH2:44]3)[c:32]3[cH:33][cH:34][cH:35][cH:36][c:37]3[cH:38]2)[cH:12][cH:13]1)[CH3:27].